Dataset: the Open Reaction Database (ORD), a public repository of structured organic reaction records. Task: describe an organic reaction: reactants, conditions, products, and yield Starting materials: CCO, NC(CC=CCC(=O)O)C(=O)O, [Na+], [OH-]. Yields the product NC(CCC=CC(=O)O)C(=O)O. Reaction SMILES: [CH3:15][CH2:16][OH:17].[NH2:1][CH:2]([CH2:3][CH:4]=[CH:5][CH2:6][C:7](=[O:8])[OH:9])[C:10](=[O:11])[OH:12].[Na+:14].[OH-:13]>>[NH2:1][CH:2]([CH2:3][CH2:4][CH:5]=[CH:6][C:7](=[O:8])[OH:9])[C:10](=[O:11])[OH:12]. Starting materials: [Li]CCCC, [Cl-], [Cl-], Cl, FC(F)(F)c1ccc(-c2cccs2)cc1, CCOC(=O)c1ccc(I)cc1, C1CCOC1, [Zn+2], c1ccc(P(c2ccccc2)(c2ccccc2)[Pd](P(c2ccccc2)(c2ccccc2)c2ccccc2)(P(c2ccccc2)(c2ccccc2)c2ccccc2)P(c2ccccc2)(c2ccccc2)c2ccccc2)cc1. Yields the product CCOC(=O)c1ccc(-c2ccc(-c3ccc(C(F)(F)F)cc3)s2)cc1. As a reaction SMILES: [CH2:16]([Li:17])[CH2:18][CH2:19][CH3:20].[Cl-:39].[Cl-:41].[ClH:33].[F:1][C:2]([c:3]1[cH:4][cH:5][c:6](-[c:9]2[s:10][cH:11][cH:12][cH:13]2)[cH:7][cH:8]1)([F:14])[F:15].[I:21][c:22]1[cH:23][cH:24][c:25]([C:26](=[O:27])[O:28][CH2:29][CH3:30])[cH:31][cH:32]1.[O:34]1[CH2:35][CH2:36][CH2:37][CH2:38]1.[Zn+2:40].[cH:42]1[cH:43][cH:44][c:45]([P:46]([Pd:47]([P:48]([c:49]2[cH:50][cH:51][cH:52][cH:53][cH:54]2)([c:55]2[cH:56][cH:57][cH:58][cH:59][cH:60]2)[c:61]2[cH:62][cH:63][cH:64][cH:65][cH:66]2)([P:67]([c:68]2[cH:69][cH:70][cH:71][cH:72][cH:73]2)([c:74]2[cH:75][cH:76][cH:77][cH:78][cH:79]2)[c:80]2[cH:81][cH:82][cH:83][cH:84][cH:85]2)[P:86]([c:87]2[cH:88][cH:89][cH:90][cH:91][cH:92]2)([c:93]2[cH:94][cH:95][cH:96][cH:97][cH:98]2)[c:99]2[cH:100][cH:101][cH:102][cH:103][cH:104]2)([c:105]2[cH:106][cH:107][cH:108][cH:109][cH:110]2)[c:111]2[cH:112][cH:113][cH:114][cH:115][cH:116]2)[cH:117][cH:118]1>>[F:1][C:2]([c:3]1[cH:4][cH:5][c:6](-[c:9]2[s:10][c:11](-[c:22]3[cH:23][cH:24][c:25]([C:26](=[O:27])[O:28][CH2:29][CH3:30])[cH:31][cH:32]3)[cH:12][cH:13]2)[cH:7][cH:8]1)([F:14])[F:15].